This data is from the Open Reaction Database (ORD), a public repository of structured organic reaction records. The task is: describe an organic reaction: reactants, conditions, products, and yield Starting materials: CCOC(=O)c1noc2cc(Oc3ccncn3)ccc12, C1CCOC1, Cc1ccccc1, Nc1ccc(F)c(C(F)(F)F)c1. Yields the product O=C(Nc1ccc(F)c(C(F)(F)F)c1)c1noc2cc(Oc3ccncn3)ccc12. Reaction SMILES: [CH2:13]([O:15][C:16](=[O:14])[c:18]1[n:19][o:20][c:21]2[c:22]1[cH:23][cH:24][c:25]([O:27][c:28]1[n:29][cH:30][n:31][cH:32][cH:33]1)[cH:26]2)[CH3:17].[CH2:41]1[O:42][CH2:43][CH2:44][CH2:45]1.[CH3:34][c:35]1[cH:36][cH:37][cH:38][cH:39][cH:40]1.[F:1][c:2]1[c:3]([C:9]([F:10])([F:11])[F:12])[cH:4][c:5]([NH2:6])[cH:7][cH:8]1>>[F:1][c:2]1[c:3]([C:9]([F:10])([F:11])[F:12])[cH:4][c:5]([NH:6][C:16](=[O:15])[c:18]2[n:19][o:20][c:21]3[c:22]2[cH:23][cH:24][c:25]([O:27][c:28]2[n:29][cH:30][n:31][cH:32][cH:33]2)[cH:26]3)[cH:7][cH:8]1. Starting materials: NC1=C(C=C(C(=CC(=O)O)C2=CC=CC=C2)C=C1Br)Br (4-amino-3,5-dibromo-β-phenyl-cinnamic acid), ClC(=O)OCC (ethyl chloroformate), N1CCOCC1 (morpholine). Solvent: C(C)N(CC)CC (triethylamine). Product: NC1=C(C=C(C(=CC(=O)N2CCOCC2)C2=CC=CC=C2)C=C1Br)Br (4-Amino-3,5-dibromo-β-phenyl-cinnamic acid morpholide). Reaction SMILES: [NH2:1][C:2]1[C:18]([Br:19])=[CH:17][C:5]([C:6]([C:11]2[CH:16]=[CH:15][CH:14]=[CH:13][CH:12]=2)=[CH:7][C:8]([OH:10])=O)=[CH:4][C:3]=1[Br:20].ClC(OCC)=O.[NH:27]1[CH2:32][CH2:31][O:30][CH2:29][CH2:28]1>C(N(CC)CC)C>[NH2:1][C:2]1[C:3]([Br:20])=[CH:4][C:5]([C:6]([C:11]2[CH:16]=[CH:15][CH:14]=[CH:13][CH:12]=2)=[CH:7][C:8]([N:27]2[CH2:32][CH2:31][O:30][CH2:29][CH2:28]2)=[O:10])=[CH:17][C:18]=1[Br:19]. Procedure details: This compound was prepared from 4-amino-3,5-dibromo-β-phenyl-cinnamic acid (isomer ratio A:B=1:1), ethyl chloroformate, triethylamine and morpholine analogous to Example 1(c). Melting point of the 1:1 mixture of isomers A and B: 156°-174° C. Reactants: O=C1CCC(=O)N1Br, O=C(OOC(=O)c1ccccc1)c1ccccc1, ClC(Cl)(Cl)Cl, CCn1nnc(-c2ccc(C)cc2)n1. The product is CCn1nnc(-c2ccc(CBr)cc2)n1. As a reaction SMILES: [Br:15][N:16]1[C:17](=[O:18])[CH2:19][CH2:20][C:21]1=[O:22].[C:23]([O:24][O:25][C:26](=[O:27])[c:28]1[cH:29][cH:30][cH:31][cH:32][cH:33]1)(=[O:34])[c:35]1[cH:36][cH:37][cH:38][cH:39][cH:40]1.[C:41]([Cl:42])([Cl:43])([Cl:44])[Cl:45].[CH2:1]([CH3:2])[n:3]1[n:4][c:5](-[c:8]2[cH:9][cH:10][c:11]([CH3:14])[cH:12][cH:13]2)[n:6][n:7]1>>[CH2:1]([CH3:2])[n:3]1[n:4][c:5](-[c:8]2[cH:9][cH:10][c:11]([CH2:14][Br:15])[cH:12][cH:13]2)[n:6][n:7]1.